This data is from the Open Reaction Database (ORD), a public repository of structured organic reaction records. The task is: describe an organic reaction: reactants, conditions, products, and yield Reactants: COC([C@@H]([C@H](CC1=CC=CC=C1)NC(C1=CC(=CC(=C1)C(=O)N[C@H](C)C1=CC=CC=C1)N(S(=O)(=O)C)C)=O)O)=O ((2R,3S)-2-hydroxy-3-{[3-[methyl(methylsulfonyl)amino]-5-({[(1R)-1-phenylethyl]amino}carbonyl)benzoyl]amino}-4-phenylbutanoic acid methylester), Example 25, O1CCCC=C1 (3,4-dihydro-2H-pyrane), [NH+]1=CC=CC=C1.C1(=CC=C(C=C1)S(=O)(=O)O)C (p-toluenesulfonic acid pyridinium). Run in O1CCCC1 (tetrahydrofuran), O1CCCC1 (tetrahydrofuran). Product: COC([C@@H]([C@H](CC1=CC=CC=C1)NC(C1=CC(=CC(=C1)C(=O)N[C@H](C)C1=CC=CC=C1)N(S(=O)(=O)C)C)=O)OC1OCCCC1)=O ((2R,3S)-3-{[3-[Methyl(methylsulfonyl)amino]-5-({[(1R)-1-phenylethyl]-amino}carbonyl)benzoyl]amino}-4-phenyl-2-(tetrahydro-2H-pyran-2-yloxy)butanoic acid methylester). Isolated yield 69.0%. Reaction SMILES: [CH3:1][O:2][C:3](=[O:40])[C@H:4]([OH:39])[C@@H:5]([NH:13][C:14](=[O:38])[C:15]1[CH:20]=[C:19]([C:21]([NH:23][C@@H:24]([C:26]2[CH:31]=[CH:30][CH:29]=[CH:28][CH:27]=2)[CH3:25])=[O:22])[CH:18]=[C:17]([N:32]([CH3:37])[S:33]([CH3:36])(=[O:35])=[O:34])[CH:16]=1)[CH2:6][C:7]1[CH:12]=[CH:11][CH:10]=[CH:9][CH:8]=1.[O:41]1[CH:46]=[CH:45][CH2:44][CH2:43][CH2:42]1.[NH+]1C=CC=CC=1.C1(C)C=CC(S(O)(=O)=O)=CC=1>O1CCCC1>[CH3:1][O:2][C:3](=[O:40])[C@H:4]([O:39][CH:42]1[CH2:43][CH2:44][CH2:45][CH2:46][O:41]1)[C@@H:5]([NH:13][C:14](=[O:38])[C:15]1[CH:20]=[C:19]([C:21]([NH:23][C@@H:24]([C:26]2[CH:27]=[CH:28][CH:29]=[CH:30][CH:31]=2)[CH3:25])=[O:22])[CH:18]=[C:17]([N:32]([CH3:37])[S:33]([CH3:36])(=[O:35])=[O:34])[CH:16]=1)[CH2:6][C:7]1[CH:12]=[CH:11][CH:10]=[CH:9][CH:8]=1 |f:2.3|. Procedure details: The (2R,3S)-2-hydroxy-3-{[3-[methyl(methylsulfonyl)amino]-5-({[(1R)-1-phenylethyl]amino}carbonyl)benzoyl]amino}-4-phenylbutanoic acid methylester obtained in Reference Example 25 2.30 g (4.06 mmol) was dissolved in tetrahydrofuran 8 mL and thereto were added 3,4-dihydro-2H-pyrane 4.80 mL and p-toluenesulfonic acid pyridinium 204 mg (0.81 mmol) and the mixture was stirred under reflux for 8 hours. After distillating tetrahydrofuran off, the residue was extracted by adding ethyl acetate and 5% aqu... The reactants are CN(S(=O)(=O)Cl)C (Dimethylsulfamoyl chloride), Cl.Cl.N1CCC(CC1)OC=1C=C2C(=NC=NC2=CC1OC)NC1=C(C(=CC=C1)Cl)F (6-(piperidin-4-yloxy)-4-(3-chloro-2-fluoroanilino)-7-methoxyquinazoline dihydrochloride), C(C)(C)N(CC)C(C)C (diisopropylethylamine). Solvent: C(Cl)Cl (methylene chloride). Run at time 16 hour. The product is CN(S(=O)(=O)N1CCC(CC1)OC=1C=C2C(=NC=NC2=CC1OC)NC1=C(C(=CC=C1)Cl)F)C (6-[1-(N,N-Dimethylsulfamoyl)piperidin-4-yloxy]-4-(3-chloro-2-fluoroanilino)-7-methoxyquinazoline). Yield: 85.8%. As a reaction SMILES: [CH3:1][N:2]([CH3:7])[S:3](Cl)(=[O:5])=[O:4].Cl.Cl.[NH:10]1[CH2:15][CH2:14][CH:13]([O:16][C:17]2[CH:18]=[C:19]3[C:24](=[CH:25][C:26]=2[O:27][CH3:28])[N:23]=[CH:22][N:21]=[C:20]3[NH:29][C:30]2[CH:35]=[CH:34][CH:33]=[C:32]([Cl:36])[C:31]=2[F:37])[CH2:12][CH2:11]1.C(N(C(C)C)CC)(C)C>C(Cl)Cl>[CH3:1][N:2]([CH3:7])[S:3]([N:10]1[CH2:15][CH2:14][CH:13]([O:16][C:17]2[CH:18]=[C:19]3[C:24](=[CH:25][C:26]=2[O:27][CH3:28])[N:23]=[CH:22][N:21]=[C:20]3[NH:29][C:30]2[CH:35]=[CH:34][CH:33]=[C:32]([Cl:36])[C:31]=2[F:37])[CH2:12][CH2:11]1)(=[O:5])=[O:4] |f:1.2.3|. Procedure: Dimethylsulfamoyl chloride (90 mg) was added to a solution of 6-(piperidin-4-yloxy)-4-(3-chloro-2-fluoroanilino)-7-methoxyquinazoline dihydrochloride (250 mg) (starting material Example 16) and diisopropylethylamine (184 mg) in methylene chloride (10 ml). The reaction mixture was stirred for 16 hours at ambient temperature. The reaction mixture was adsorbed onto silica and the residue was purified by column chromatography on silica eluting with increasingly polar mixtures of methylene chloride/m... Reactants: O=C([O-])[O-], CCO, NC(=O)c1cc(Cl)ccc1O, CCI, [K+], [K+]. The product is CCOc1ccc(Cl)cc1C(N)=O. RXN SMILES: [C:15](=[O:16])([O-:17])[O-:18].[CH3:21][CH2:22][OH:23].[Cl:1][c:2]1[cH:3][cH:4][c:5]([OH:11])[c:6]([C:7](=[O:8])[NH2:9])[cH:10]1.[I:12][CH2:13][CH3:14].[K+:19].[K+:20]>>[Cl:1][c:2]1[cH:3][cH:4][c:5]([O:11][CH2:13][CH3:14])[c:6]([C:7](=[O:8])[NH2:9])[cH:10]1. Reactants: CCC(=NNC(=O)OC(C)(C)C)C(C)(C)C, ClCCl, [H][H]. The product is CCC(NNC(=O)OC(C)(C)C)C(C)(C)C. Reaction SMILES: [C:1]([CH3:2])([CH3:3])([CH3:4])[O:5][C:6](=[O:7])[NH:8][N:9]=[C:10]([C:11]([CH3:12])([CH3:13])[CH3:14])[CH2:15][CH3:16].[Cl:19][CH2:20][Cl:21].[H:17][H:18]>>[C:1]([CH3:2])([CH3:3])([CH3:4])[O:5][C:6](=[O:7])[NH:8][NH:9][CH:10]([C:11]([CH3:12])([CH3:13])[CH3:14])[CH2:15][CH3:16]. Starting materials: CC1=C(C=CC=C1C)NC1=C(C=O)C=CC=C1 (2-[(2,3-dimethylphenyl)amino]benzaldehyde), Cl.NO (hydroxylamine hydrochloride). Solvent: N1=CC=CC=C1 (pyridine). Product: CC1=C(C=CC=C1C)NC1=C(C=NO)C=CC=C1 (2-[(2,3-dimethylphenyl) amino]benzaldehyde oxime). RXN SMILES: [CH3:1][C:2]1[C:7]([CH3:8])=[CH:6][CH:5]=[CH:4][C:3]=1[NH:9][C:10]1[CH:17]=[CH:16][CH:15]=[CH:14][C:11]=1[CH:12]=O.Cl.[NH2:19][OH:20]>N1C=CC=CC=1>[CH3:1][C:2]1[C:7]([CH3:8])=[CH:6][CH:5]=[CH:4][C:3]=1[NH:9][C:10]1[CH:17]=[CH:16][CH:15]=[CH:14][C:11]=1[CH:12]=[N:19][OH:20] |f:1.2|. Procedure: A solution of 2-[(2,3-dimethylphenyl)amino]benzaldehyde (11 g, 0.049 mol) and hydroxylamine hydrochloride (17 g, 0.25 mol) in pyridine (250 ml) is stirred at room temperature overnight. The solvent is evaporated and the residue is partitioned between ethyl acetate (200 ml) and 10% aqueous HCl (200 ml). The organic layer is washed with 10% aqueous HCl (200 ml) and water (2×100 ml). The organic layer is dried (MgSO4) and the solvent is evaporated to give 2-[(2,3-dimethylphenyl) amino]benzaldehyde ... The reactants are N1C=NC=C1 (imidazole), CC(C)([O-])C.[K+] (potassium tert. butoxide), ClC1=CC=C(C=C1)C1(OC1)C1(CC1)N1N=C(N=C1)Cl (2-(4-chlorophenyl)-2-[1-(3-chloro-1,2,4-triazol-1-yl)-cyclopropyl]-oxirane). Solvent: C(C)#N (acetonitrile), C(C)#N (acetonitrile). Yields the product ClC1=CC=C(C=C1)C(CN1C=NC=C1)(O)C1(CC1)N1N=C(N=C1)Cl (1-(4-Chlorophenyl)-1-[1-(3-chloro-1,2,4-triazol-1-yl)-cyclopropyl]-2-(imidazol-1-yl)-ethan-1-ol). As a reaction SMILES: [NH:1]1[CH:5]=[CH:4][N:3]=[CH:2]1.CC(C)([O-])C.[K+].[Cl:12][C:13]1[CH:18]=[CH:17][C:16]([C:19]2([C:22]3([N:25]4[CH:29]=[N:28][C:27]([Cl:30])=[N:26]4)[CH2:24][CH2:23]3)[CH2:21][O:20]2)=[CH:15][CH:14]=1>C(#N)C>[Cl:12][C:13]1[CH:18]=[CH:17][C:16]([C:19]([C:22]2([N:25]3[CH:29]=[N:28][C:27]([Cl:30])=[N:26]3)[CH2:24][CH2:23]2)([OH:20])[CH2:21][N:1]2[CH:5]=[CH:4][N:3]=[CH:2]2)=[CH:15][CH:14]=1 |f:1.2|. Reported procedure: 13 g (191 mmol) of imidazole and 1 g (9 mmol) of potassium tert. butoxide are initially introduced under a nitrogen atmosphere into 100 ml of acetonitrile under reflux and 18 g (61 mmol) of 2-(4-chlorophenyl)-2-[1-(3-chloro-1,2,4-triazol-1-yl)-cyclopropyl]-oxirane dissolved in 30 ml of acetonitrile are added dropwise. The mixture is allowed to react under reflux conditions for 10 hours and the solvent is then evaporated in vacuo. The residue is taken up in ethyl acetate and washed with water. Th...